From a dataset of the Open Reaction Database (ORD), a public repository of structured organic reaction records. describe an organic reaction: reactants, conditions, products, and yield Starting materials: COc1ccc(C2Sc3ccccc3N(CCN(C)C)C(=O)C2O)cc1, O=C(Cl)c1cccc([N+](=O)[O-])c1, c1ccncc1. Yields the product COc1ccc(C2Sc3ccccc3N(CCN(C)C)C(=O)C2OC(=O)c2cccc([N+](=O)[O-])c2)cc1. As a reaction SMILES: [CH3:1][O:2][c:3]1[cH:4][cH:5][c:6]([CH:9]2[S:10][c:11]3[c:12]([cH:23][cH:24][cH:25][cH:26]3)[N:13]([CH2:18][CH2:19][N:20]([CH3:21])[CH3:22])[C:14](=[O:17])[CH:15]2[OH:16])[cH:7][cH:8]1.[N+:27](=[O:28])([O-:29])[c:30]1[cH:31][c:32]([C:33](=[O:34])[Cl:35])[cH:36][cH:37][cH:38]1.[cH:39]1[cH:40][cH:41][n:42][cH:43][cH:44]1>>[CH3:1][O:2][c:3]1[cH:4][cH:5][c:6]([CH:9]2[S:10][c:11]3[c:12]([cH:23][cH:24][cH:25][cH:26]3)[N:13]([CH2:18][CH2:19][N:20]([CH3:21])[CH3:22])[C:14](=[O:17])[CH:15]2[O:16][C:33]([c:32]2[cH:31][c:30]([N+:27](=[O:28])[O-:29])[cH:38][cH:37][cH:36]2)=[O:34])[cH:7][cH:8]1. Reactants: CO, ClC(Cl)Cl, CC(NC(=O)Cc1cc(F)cc(F)c1)C(=O)O, NN1C(=O)C(C2CCCCC2)c2ccccc2-c2ccccc21. Yields the product CC(NC(=O)Cc1cc(F)cc(F)c1)C(=O)NN1C(=O)C(C2CCCCC2)c2ccccc2-c2ccccc21. As a reaction SMILES: [CH3:41][OH:42].[Cl:43][CH:44]([Cl:45])[Cl:46].[F:1][c:2]1[cH:3][c:4]([CH2:9][C:10](=[O:11])[NH:12][CH:13]([CH3:14])[C:15](=[O:16])[OH:17])[cH:5][c:6]([F:8])[cH:7]1.[NH2:18][N:19]1[c:20]2[c:21]([cH:37][cH:38][cH:39][cH:40]2)-[c:22]2[c:23]([cH:33][cH:34][cH:35][cH:36]2)[CH:24]([CH:27]2[CH2:28][CH2:29][CH2:30][CH2:31][CH2:32]2)[C:25]1=[O:26]>>[F:1][c:2]1[cH:3][c:4]([CH2:9][C:10](=[O:11])[NH:12][CH:13]([CH3:14])[C:15](=[O:17])[NH:18][N:19]2[c:20]3[c:21]([cH:37][cH:38][cH:39][cH:40]3)-[c:22]3[c:23]([cH:33][cH:34][cH:35][cH:36]3)[CH:24]([CH:27]3[CH2:28][CH2:29][CH2:30][CH2:31][CH2:32]3)[C:25]2=[O:26])[cH:5][c:6]([F:8])[cH:7]1. The reactants are BrC=1C=CC(=NC1)C(C(=O)OC)(C)C (Methyl 2-(5-bromopyridin-2-yl)-2-methylpropanoate), B(Br)(Br)Br (BBr3). The solvent is C(Cl)Cl (DCM). Conditions: temperature -10 celsius, time 30 minute. Product: BrC=1C=CC(=NC1)C(C(=O)O)(C)C (2-(5-Bromopyridin-2-yl)-2-methylpropanoic acid). Reaction SMILES: [Br:1][C:2]1[CH:3]=[CH:4][C:5]([C:8]([CH3:14])([CH3:13])[C:9]([O:11]C)=[O:10])=[N:6][CH:7]=1.B(Br)(Br)Br>C(Cl)Cl>[Br:1][C:2]1[CH:3]=[CH:4][C:5]([C:8]([CH3:14])([CH3:13])[C:9]([OH:11])=[O:10])=[N:6][CH:7]=1. Reported procedure: Methyl 2-(5-bromopyridin-2-yl)-2-methylpropanoate (514 mg, 2 mmol) was dissolved in dry DCM (10 mL) and cooled to −10° C. BBr3 (20 mL of 1M solution in DCM) was added drop-wise under argon to the solution. The reaction mixture was stirred 30 min at −10° C. and then at room temperature for 72 h and evaporated to give 2-(5-Bromopyridin-2-yl)-2-methylpropanoic acid used in the next step without further purification. MS+H (244, 246). The reactants are CO, CC(C)(C)OC(=O)NC1(C(=O)NC(CCS(N)(=O)=O)c2ccc(Cl)cc2)CCN(c2ncnc3[nH]ccc23)CC1, ClCCl, Cl. The product is NC1(C(=O)NC(CCS(N)(=O)=O)c2ccc(Cl)cc2)CCN(c2ncnc3[nH]ccc23)CC1. RXN SMILES: [CH3:45][OH:46].[Cl:2][c:3]1[cH:4][cH:5][c:6]([CH:9]([CH2:10][CH2:11][S:12]([NH2:13])(=[O:14])=[O:15])[NH:16][C:17](=[O:18])[C:19]2([NH:34][C:35](=[O:36])[O:37][C:38]([CH3:39])([CH3:40])[CH3:41])[CH2:20][CH2:21][N:22]([c:25]3[c:26]4[c:27]([n:28][cH:29][n:30]3)[nH:31][cH:32][cH:33]4)[CH2:23][CH2:24]2)[cH:7][cH:8]1.[Cl:42][CH2:43][Cl:44].[ClH:1]>>[Cl:2][c:3]1[cH:4][cH:5][c:6]([CH:9]([CH2:10][CH2:11][S:12]([NH2:13])(=[O:14])=[O:15])[NH:16][C:17](=[O:18])[C:19]2([NH2:34])[CH2:20][CH2:21][N:22]([c:25]3[c:26]4[c:27]([n:28][cH:29][n:30]3)[nH:31][cH:32][cH:33]4)[CH2:23][CH2:24]2)[cH:7][cH:8]1. The reactants are ClC1=C(C=NC2=CC=C(N=C12)Cl)C(C)=O (1-(4,6-dichloro-1,5-naphthyridin-3-yl)ethanone), NC=1C=CC(=NC1)N1CC(CCC1)NC(OC(C)(C)C)=O (tert-butyl 1-(5-aminopyridin-2-yl)piperidin-3-ylcarbamate). Yields the product C(C)(=O)C=1C=NC2=CC=C(N=C2C1NC=1C=CC(=NC1)N1CC(CCC1)NC(OC(C)(C)C)=O)Cl (tert-Butyl 1-[5-(3-acetyl-6-chloro-1,5-naphthyridin-4-ylamino)pyridin-2-yl]-piperidin-3-ylcarbamate). Yield: 33.8%. RXN SMILES: Cl[C:2]1[C:11]2[C:6](=[CH:7][CH:8]=[C:9]([Cl:12])[N:10]=2)[N:5]=[CH:4][C:3]=1[C:13](=[O:15])[CH3:14].[NH2:16][C:17]1[CH:18]=[CH:19][C:20]([N:23]2[CH2:28][CH2:27][CH2:26][CH:25]([NH:29][C:30](=[O:36])[O:31][C:32]([CH3:35])([CH3:34])[CH3:33])[CH2:24]2)=[N:21][CH:22]=1>>[C:13]([C:3]1[CH:4]=[N:5][C:6]2[C:11]([C:2]=1[NH:16][C:17]1[CH:18]=[CH:19][C:20]([N:23]3[CH2:28][CH2:27][CH2:26][CH:25]([NH:29][C:30](=[O:36])[O:31][C:32]([CH3:34])([CH3:33])[CH3:35])[CH2:24]3)=[N:21][CH:22]=1)=[N:10][C:9]([Cl:12])=[CH:8][CH:7]=2)(=[O:15])[CH3:14]. Procedure: Following general procedure I, 1-(4,6-dichloro-1,5-naphthyridin-3-yl)ethanone (610 mg, 2.5 mmol) was reacted with tert-butyl 1-(5-aminopyridin-2-yl)piperidin-3-ylcarbamate (590 mg, 3.0 mmol) to afford the desired product (420 mg, 35%) as an orange-red solid: 1H NMR (500 MHz, CDCl3) δ 11.47 (s, 1H), 9.01 (s, 1H), 8.09 (d, J=8.7 Hz, 1H), 8.01 (d, J=2.6 Hz, 1H), 7.45 (d, J=8.7 Hz, 1H), 7.34-7.28 (m, 1H), 6.72 (d, J=9.1 Hz, 1H), 4.95-4.90 (m, 1H), 3.85-3.67 (m, 3H), 3.47-3.27 (m, 2H), 2.69 (s, 3H), ... Procedure: To a stirred and ice-cooled solution of (2R*,3S*,4S*,5S*)-4-benzyloxymethyl-3,5-bis(methoxycarbonyl)-2-phenylpyrrolidine (42.27 g, 0.11 mol) in anhydrous MeOH (Dojindo, 350 ml) was added NaBH4 (12.51 g, 0.33 mol) portionwise. The turbid reaction mixture was stirred with ice-cooling for 2 hours, and then at room temperature for 4.5 hours. The reaction mixture was re-cooled in the ice bath, and Hydrogen Chloride-Methanol Reagent 10 (Tokyo Kasei) was added until the mixture became acidic (pH 1-2). ... Conditions: time 4.5 hour. The solvent is CO (MeOH). Product: C(C1=CC=CC=C1)OC[C@H]1[C@@H]([C@@H](N[C@@H]1CO)C1=CC=CC=C1)C(=O)OC ((2R*,3S*,4S*,5S*)-4-Benzyloxymethyl-5-hydroxymethyl-3-methoxycarbonyl-2-phenylpyrrolidine). Yield: 94.6%. Reaction SMILES: [CH2:1]([O:8][CH2:9][C@@H:10]1[C@@H:14]([C:15](OC)=[O:16])[NH:13][C@@H:12]([C:19]2[CH:24]=[CH:23][CH:22]=[CH:21][CH:20]=2)[C@H:11]1[C:25]([O:27][CH3:28])=[O:26])[C:2]1[CH:7]=[CH:6][CH:5]=[CH:4][CH:3]=1.[BH4-].[Na+].Cl.CO>CO>[CH2:1]([O:8][CH2:9][C@@H:10]1[C@@H:14]([CH2:15][OH:16])[NH:13][C@@H:12]([C:19]2[CH:20]=[CH:21][CH:22]=[CH:23][CH:24]=2)[C@H:11]1[C:25]([O:27][CH3:28])=[O:26])[C:2]1[CH:3]=[CH:4][CH:5]=[CH:6][CH:7]=1 |f:1.2,3.4|. Reactants: C(C1=CC=CC=C1)OC[C@H]1[C@@H]([C@@H](N[C@@H]1C(=O)OC)C1=CC=CC=C1)C(=O)OC ((2R*,3S*,4S*,5S*)-4-benzyloxymethyl-3,5-bis(methoxycarbonyl)-2-phenylpyrrolidine), ice, Cl.CO (Hydrogen Chloride Methanol), [BH4-].[Na+] (NaBH4). Starting materials: COC1=CC2=C(N=C(S2)C=2C=CC(=NC2)N)C=C1 (5-(6-Methoxy-1,3-benzothiazol-2-yl)pyridin-2-amine), CNC1=CC=C(C=N1)C=1SC2=C(N1)C=CC(=C2)O (2-[6-(methylamino)pyridin-3-yl]-1,3-benzothiazol-6-ol). Product: COC=1C=CC2=C(N=C(S2)C=2C=CC(=NC2)NC)C1 (5-(5-Methoxy-1,3-benzothiazol-2-yl)-N-methylpyridin-2-amine). As a reaction SMILES: [CH3:1][O:2]C1C=CC2N=C(C3C=CC(N)=NC=3)SC=2C=1.[CH3:19][NH:20][C:21]1[N:26]=[CH:25][C:24]([C:27]2[S:28][C:29]3[CH:35]=[C:34](O)[CH:33]=[CH:32][C:30]=3[N:31]=2)=[CH:23][CH:22]=1>>[CH3:1][O:2][C:33]1[CH:34]=[CH:35][C:29]2[S:28][C:27]([C:24]3[CH:23]=[CH:22][C:21]([NH:20][CH3:19])=[N:26][CH:25]=3)=[N:31][C:30]=2[CH:32]=1. Procedure: 5-(6-Methoxy-1,3-benzothiazol-2-yl)pyridin-2-amine (190 mg, 0.74 mmol) was exposed to the procedure used for the preparation of 2-[6-(methylamino)pyridin-3-yl]-1,3-benzothiazol-6-ol. After neutralization, the precipitate was filtered off and washed with water. The crude solid was slurred in hot EtOAc/MeOH 95:5 and filtered. The filtrate was concentrated under reduced pressure and the residue was subjected to flash chromatography (EtOAc/MeOH 95:5) to give a product that was chromatographed once m...